This data is from the Open Reaction Database (ORD), a public repository of structured organic reaction records. The task is: describe an organic reaction: reactants, conditions, products, and yield Procedure details: The above pentene derivative (9.0 g, 25 mmols) and acetic anhydride (3.0 g, 30 mmols) are dissolved in ether (200 ml), followed by dropwise adding pyridine (5 ml), while stirring the solution under ice cooling, stirring the reaction liquid under ice cooling for one hour, elevating the temperature up to room temperature, stirring for 3 hours, pouring the reaction mixture into ice water after completion of the reaction, extracting with toluene (150 ml), washing the organic layer with water, drying... Reaction SMILES: [CH2:1]=[CH:2][CH2:3][CH2:4][CH3:5].[C:6]([O:9]C(=O)C)(=[O:8])[CH3:7].N1C=CC=CC=1>CCOCC>[C:6]([O:9][CH:3]([CH2:4][CH3:5])[CH:2]=[CH2:1])(=[O:8])[CH3:7]. Starting materials: ice water, C=CCCC (pentene), C(C)(=O)OC(C)=O (acetic anhydride), N1=CC=CC=C1 (pyridine). Run in CCOCC (ether). Yields the product C(C)(=O)OC(C=C)CC (3-acetyloxy-1-pentene). Reactants: O=C([O-])O, CN(C)C=O, COc1ccc(CCl)cc1, [Na+], O, O=C(O)CO. Product: COc1ccc(COC(=O)CO)cc1. As a reaction SMILES: [C:1](=[O:2])([O-:3])[OH:4].[CH3:11][N:12]([CH3:13])[CH:14]=[O:15].[CH3:16][O:17][c:18]1[cH:19][cH:20][c:21]([CH2:22][Cl:23])[cH:24][cH:25]1.[Na+:5].[OH2:26].[OH:6][CH2:7][C:8]([OH:9])=[O:10]>>[OH:6][CH2:7][C:8]([O:9][CH2:22][c:21]1[cH:20][cH:19][c:18]([O:17][CH3:16])[cH:25][cH:24]1)=[O:10]. Starting materials: FC1=CC=C2C=CC(N3C2=C1C(C3)CNCC[C@H]3CN(C(O3)=O)C=3C=CC1=C(NC(CS1)=O)C3)=O ((1RS)-9-fluoro-1-({2-[(S)-2-oxo-3-(3-oxo-3,4-dihydro-2H-benzo[1,4]thiazin-6-yl)-oxazolidin-5-yl]-ethylamino}-methyl)-1,2-dihydro-pyrrolo[3,2,1-ij]quinolin-4-one), [Si](C)(C)(C(C)(C)C)OCCC=O (3-(tert-butyldimethylsilyloxy)-propionaldehyde). Product: C(C)(C)(C)[Si](OCCCN(CC[C@H]1CN(C(O1)=O)C=1C=CC2=C(NC(CS2)=O)C1)CC1CN2C(C=CC3=CC=C(C1=C23)F)=O)(C)C ((RS)-1-[([3-(tert-butyl-dimethyl-silanyloxy)-propy]-{2-[(S)-2-oxo-3-(3-oxo-3,4-dihydro-2H-benzo[1,4]thiazin-6-yl)-oxazolidin-5-yl]-ethyl}-amino)-methyl]-9-fluoro-1,2-dihydro-pyrrolo[3,2,1-ij]quinolin-4-one). The yield is 87.0%. RXN SMILES: [F:1][C:2]1[C:11]2[CH:12]([CH2:14][NH:15][CH2:16][CH2:17][C@@H:18]3[O:22][C:21](=[O:23])[N:20]([C:24]4[CH:25]=[CH:26][C:27]5[S:32][CH2:31][C:30](=[O:33])[NH:29][C:28]=5[CH:34]=4)[CH2:19]3)[CH2:13][N:9]3[C:10]=2[C:5]([CH:6]=[CH:7][C:8]3=[O:35])=[CH:4][CH:3]=1.[Si:36]([O:43][CH2:44][CH2:45][CH:46]=O)([C:39]([CH3:42])([CH3:41])[CH3:40])([CH3:38])[CH3:37]>>[C:39]([Si:36]([CH3:38])([CH3:37])[O:43][CH2:44][CH2:45][CH2:46][N:15]([CH2:14][CH:12]1[C:11]2=[C:10]3[C:5](=[CH:4][CH:3]=[C:2]2[F:1])[CH:6]=[CH:7][C:8](=[O:35])[N:9]3[CH2:13]1)[CH2:16][CH2:17][C@@H:18]1[O:22][C:21](=[O:23])[N:20]([C:24]2[CH:25]=[CH:26][C:27]3[S:32][CH2:31][C:30](=[O:33])[NH:29][C:28]=3[CH:34]=2)[CH2:19]1)([CH3:42])([CH3:41])[CH3:40]. Reported procedure: Starting from the compound of Example 4 and 3-(tert-butyldimethylsilyloxy)-propionaldehyde and using procedure E, the title compound was obtained as a yellow foam (82 mg; 87% yield). The reactants are COCC1=C(C(=C(CO)C(=C1F)F)F)F (4-methoxymethy-2,3,5,6-tetrafluorobenzyl alcohol), N1=CC=CC=C1 (pyridine), ice water, CC(=CC1C(C1C(=O)Cl)(C)C)C (3-(2-methyl-1-propenyl)-2,2-dimethylcyclopropanecarboxylic chloride). Solvent: O1CCCC1 (tetrahydrofuran). Reaction conditions: time 8 hour. The product is CC(=CC1C(C1C(=O)OCC1=C(C(=C(C(=C1F)F)COC)F)F)(C)C)C (4-methoxymethy-2,3,5,6-tetrafluorobenzyl 3-(2-methyl-1-propenyl)-2,2-dimethylcyclopropane-carboxylate). Yield: 83.8%. Reaction SMILES: [CH3:1][O:2][CH2:3][C:4]1[C:11]([F:12])=[C:10]([F:13])[C:7]([CH2:8][OH:9])=[C:6]([F:14])[C:5]=1[F:15].N1C=CC=CC=1.[CH3:22][C:23]([CH3:33])=[CH:24][CH:25]1[CH:27]([C:28](Cl)=[O:29])[C:26]1([CH3:32])[CH3:31]>O1CCCC1>[CH3:22][C:23]([CH3:33])=[CH:24][CH:25]1[CH:27]([C:28]([O:9][CH2:8][C:7]2[C:6]([F:14])=[C:5]([F:15])[C:4]([CH2:3][O:2][CH3:1])=[C:11]([F:12])[C:10]=2[F:13])=[O:29])[C:26]1([CH3:32])[CH3:31]. Procedure: In 10 ml of tetrahydrofuran, 1.0 g of 4-methoxymethy-2,3,5,6-tetrafluorobenzyl alcohol and 0.42 g of pyridine were dissolved, 0.9 g of 3-(2-methyl-1-propenyl)-2,2-dimethylcyclopropanecarboxylic chloride {stereoisomers ratio (1R)-trans:(1R)-cis:(1S)-trans:(1S)-cis=93.9:2.5:3.5:0.1} was added thereto and stirred for 8 hours at room temperature. After that, the reaction mixture was poured into about 50 ml of ice-water and extracted with 80 ml of ethyl acetate twice. The combined organic layer was w... Reactants: CO, NO, [Na+], O=C(c1ccccc1)c1ccccc1, [OH-], O=S(=O)(O)O. The product is ON=C(c1ccccc1)c1ccccc1. Reaction SMILES: [CH3:24][OH:25].[NH2:20][OH:21].[Na+:23].[O:1]=[C:2]([c:3]1[cH:4][cH:5][cH:6][cH:7][cH:8]1)[c:9]1[cH:10][cH:11][cH:12][cH:13][cH:14]1.[OH-:22].[S:15]([OH:16])([OH:17])(=[O:18])=[O:19]>>[C:2]([c:3]1[cH:4][cH:5][cH:6][cH:7][cH:8]1)([c:9]1[cH:10][cH:11][cH:12][cH:13][cH:14]1)=[N:20][OH:21].